This data is from the Open Reaction Database (ORD), a public repository of structured organic reaction records. The task is: describe an organic reaction: reactants, conditions, products, and yield Reaction SMILES: [NH2:1][C:2]1[NH:3][C:4](=[O:27])[C:5]2[S:10][C:9](=[O:11])[N:8]([C@H:12]3[C:16](=[O:17])[CH2:15][C@@H:14]([CH2:18][O:19][Si:20]([C:23]([CH3:26])([CH3:25])[CH3:24])([CH3:22])[CH3:21])[O:13]3)[C:6]=2[N:7]=1.[H-].C(O[Al](OC(C)(C)C)OC(C)(C)C)(C)(C)C.[Li+]>C1COCC1>[NH2:1][C:2]1[NH:3][C:4](=[O:27])[C:5]2[S:10][C:9](=[O:11])[N:8]([C@H:12]3[C@@H:16]([OH:17])[CH2:15][C@@H:14]([CH2:18][O:19][Si:20]([C:23]([CH3:25])([CH3:24])[CH3:26])([CH3:22])[CH3:21])[O:13]3)[C:6]=2[N:7]=1 |f:1.2.3|. Conditions: time 2 hour. Run in C1CCOC1 (THF). Yield: 74.5%. Yields the product NC=1NC(C2=C(N1)N(C(S2)=O)[C@@H]2O[C@@H](C[C@@H]2O)CO[Si](C)(C)C(C)(C)C)=O (5-amino-3-[(2R,3S,5S)-5-[[tert-butyl(dimethyl)silyl]oxymethyl]-3-hydroxy-tetrahydrofuran-2-yl]-6H-thiazolo[4,5-d]pyrimidine-2,7-dione). Reported procedure: To a stirred solution of 5-amino-3-[(2R,5S)-5-[[tert-butyl(dimethyl)silyl]oxymethyl]-3-oxo-tetrahydrofuran-2-yl]-6H-thiazolo[4,5-d]pyrimidine-2,7-dione (compound 38e, 1.0 g, 2.43 mmol) in THF (5 mL) was added lithium tri-tert-butoxyaluminum hydride solution (1M in THF, 2.7 mL, 2.7 mmol). After being stirred at room temperature for 2 hours, the resulting solution was quenched by saturated NH4Cl solution and filtered. The filtrate was concentrated in vacuo and the residue was purified by column ch... Starting materials: NC=1NC(C2=C(N1)N(C(S2)=O)[C@@H]2O[C@@H](CC2=O)CO[Si](C)(C)C(C)(C)C)=O (5-amino-3-[(2R,5S)-5-[[tert-butyl(dimethyl)silyl]oxymethyl]-3-oxo-tetrahydrofuran-2-yl]-6H-thiazolo[4,5-d]pyrimidine-2,7-dione), NC=1NC(C2=C(N1)N(C(S2)=O)[C@@H]2O[C@@H](CC2=O)CO[Si](C)(C)C(C)(C)C)=O (5-amino-3-[(2R,5S)-5-[[tert-butyl(dimethyl)silyl]oxymethyl]-3-oxo-tetrahydrofuran-2-yl]-6H-thiazolo[4,5-d]pyrimidine-2,7-dione), [H-].C(C)(C)(C)O[Al](OC(C)(C)C)OC(C)(C)C.[Li+] (lithium tri-tert-butoxyaluminum hydride). Starting materials: BrC1=C(C=CC=C1)CC(=O)O (2-bromophenylacetic acid), COC1=C(N)C=C(C=C1)[N+](=O)[O-] (2-methoxy-5-nitroaniline). Yields the product COC1=C(C=C(C=C1)[N+](=O)[O-])NC1=C(C=CC=C1)CC(=O)O (2-[(2-methoxy-5-nitrophenyl)amino]phenylacetic acid). As a reaction SMILES: Br[C:2]1[CH:7]=[CH:6][CH:5]=[CH:4][C:3]=1[CH2:8][C:9]([OH:11])=[O:10].[CH3:12][O:13][C:14]1[CH:20]=[CH:19][C:18]([N+:21]([O-:23])=[O:22])=[CH:17][C:15]=1[NH2:16]>>[CH3:12][O:13][C:14]1[CH:20]=[CH:19][C:18]([N+:21]([O-:23])=[O:22])=[CH:17][C:15]=1[NH:16][C:2]1[CH:7]=[CH:6][CH:5]=[CH:4][C:3]=1[CH2:8][C:9]([OH:11])=[O:10]. Procedure details: In the manner described in example 3, 2-bromophenylacetic acid is condensed with 2-methoxy-5-nitroaniline to yield 2-[(2-methoxy-5-nitrophenyl)amino]phenylacetic acid. Starting materials: c1(cccnc1)C(C)O, c1([Si]c2ccccc2)ccccc1, c1(c(cccc1)F)[N+](=O)[O-]. The reagents and catalysts are c1ccc(cc1)-c2c3ccccc3cc4ccccc24 (9-Phenylanthracene), CC(C)(C)N=P(N=P(N(C)C)(N(C)C)N(C)C)(N=P(N(C)C)(N(C)C)N(C)C)N=P(N(C)C)(N(C)C)N(C)C (P4-t-Bu). Run in C1COCCO1 (Dioxane). Reaction conditions: temperature 60 celsius, time 18 hour. The product is CC(Oc1ccccc1[N+](=O)[O-])c2cccnc2. RXN SMILES: [SiH2](c1ccccc1)c2ccccc2.[CH3:1][CH:2]([c:4]1[cH:9][n:8][cH:7][cH:6][cH:5]1)[OH:3].[O-:10][N+:11]([c:13]1[c:18](F)[cH:17][cH:16][cH:15][cH:14]1)=[O:12]>>[CH3:1][CH:2]([c:4]1[cH:9][n:8][cH:7][cH:6][cH:5]1)[O:3][c:18]2[c:13]([N+:11]([O-:10])=[O:12])[cH:14][cH:15][cH:16][cH:17]2. Starting materials: Cl.CO (HCl methanol), C(C)(C)(C)OC(=O)NC1CCN(CC1)CC1CCCCCCC1 (4-t-butoxycarbonylamino-1-cyclooctylmethylpiperidine), C(C)OCC (diethyl ether). Conditions: time 18 hour. The product is C1(CCCCCCC1)CN1CCC(CC1)NC(=O)C=1C=CC=C2OC=3C=CC=CC3NC12 (N-[1-(cyclooctylmethyl)piperidin-4-yl]phenoxazine-9-carboxamide). RXN SMILES: Cl.CO.C(O[C:9]([NH:11][CH:12]1[CH2:17][CH2:16][N:15]([CH2:18][CH:19]2[CH2:26][CH2:25][CH2:24][CH2:23][CH2:22][CH2:21][CH2:20]2)[CH2:14][CH2:13]1)=[O:10])(C)(C)C.[CH2:27]([O:29][CH2:30][CH3:31])[CH3:28]>>[CH:19]1([CH2:18][N:15]2[CH2:14][CH2:13][CH:12]([NH:11][C:9]([C:13]3[CH:12]=[CH:17][CH:28]=[C:27]4[C:14]=3[NH:15][C:31]3[CH:21]=[CH:20][CH:19]=[CH:18][C:30]=3[O:29]4)=[O:10])[CH2:17][CH2:16]2)[CH2:20][CH2:21][CH2:22][CH2:23][CH2:24][CH2:25][CH2:26]1 |f:0.1|. Procedure: 15 ml of 10% HCl-methanol solution and 15 ml of diethyl ether were added to 1.66 g of 4-t-butoxycarbonylamino-1-cyclooctylmethylpiperidine, followed by stirring for 18 hours. The solvent was distilled off under reduced pressure, the obtained residue was washed with diethyl ether, and 1.44 g of the title compound as a white solid was obtained. The reactants are C(C)OC(=O)C1CC=2C(=C3C=CC(NC3=C(C2)C)=O)O1 (2,3,6,7-Tetrahydro-2-ethoxycarbonyl-5-methyl-furo-[2,3-f]quinoline-7-one), [H][H] (hydrogen). The reagents and catalysts are [Pd] (palladium-on-carbon), [Pd] (palladium-on-carbon). Run in C(C)(=O)O (acetic acid). Yields the product C(C)OC(=O)C1CC=2C(=C3CCC(NC3=C(C2)C)=O)O1 (2,3,6,7,8,9-Hexahydro-2-ethoxycarbonyl-5-methylfuro-[2,3-f]quinoline-7-one). The yield is 99.1%. RXN SMILES: [CH2:1]([O:3][C:4]([CH:6]1[O:20][C:9]2=[C:10]3[C:15](=[C:16]([CH3:18])[CH:17]=[C:8]2[CH2:7]1)[NH:14][C:13](=[O:19])[CH:12]=[CH:11]3)=[O:5])[CH3:2].[H][H]>C(O)(=O)C.[Pd]>[CH2:1]([O:3][C:4]([CH:6]1[O:20][C:9]2=[C:10]3[C:15](=[C:16]([CH3:18])[CH:17]=[C:8]2[CH2:7]1)[NH:14][C:13](=[O:19])[CH2:12][CH2:11]3)=[O:5])[CH3:2]. Reported procedure: The compound obtained in Example 257 (3 g, 11 mmol) was dissolved in acetic acid (50 ml). To the solution, 10% palladium-on-carbon (3 g) was added, followed by stirring at 80° C. for 4 hours in the stream of hydrogen to carry out hydrogenation. After completion of the reaction, palladium-on-carbon was removed by filtration. The filtrate was thoroughly washed with chloroform and methanol, and condensed. As a result, 3 g of the title compound was obtained as a white solid (99%). The reactants are Cn1c(CN2CCC(C(C)(C)O)CC2)nc2c(N3CCOCC3)nc(Cl)nc21, [H-], Ic1n[nH]c2ccccc12, [Na+], CN(C)C=O. The product is Cn1c(CN2CCC(C(C)(C)O)CC2)nc2c(N3CCOCC3)nc(-n3nc(I)c4ccccc43)nc21. As a reaction SMILES: [Cl:13][c:14]1[n:15][c:16]([N:35]2[CH2:36][CH2:37][O:38][CH2:39][CH2:40]2)[c:17]2[n:18][c:19]([CH2:24][N:25]3[CH2:26][CH2:27][CH:28]([C:31]([CH3:32])([CH3:33])[OH:34])[CH2:29][CH2:30]3)[n:20]([CH3:23])[c:21]2[n:22]1.[H-:1].[I:3][c:4]1[n:5][nH:6][c:7]2[cH:8][cH:9][cH:10][cH:11][c:12]12.[Na+:2].[O:41]=[CH:42][N:43]([CH3:44])[CH3:45]>>[I:3][c:4]1[n:5][n:6](-[c:14]2[n:15][c:16]([N:35]3[CH2:36][CH2:37][O:38][CH2:39][CH2:40]3)[c:17]3[n:18][c:19]([CH2:24][N:25]4[CH2:26][CH2:27][CH:28]([C:31]([CH3:32])([CH3:33])[OH:34])[CH2:29][CH2:30]4)[n:20]([CH3:23])[c:21]3[n:22]2)[c:7]2[cH:8][cH:9][cH:10][cH:11][c:12]12. Reactants: ClC1=CC(=CC(=C1)C(=C)C(F)(F)F)C(F)(F)F (1-chloro-3-(trifluoromethyl)-5-(3,3,3-trifluoroprop-1-en-2-yl)benzene), BrC1=C(C=C(C=C1)C=NO)CC(F)(F)F (N-[[4-bromo-3-(2,2,2-trifluoroethyl)phenyl]methylidene]hydroxylamine). Run in [O-]Cl.[Na+] (NaClO), ClCCl (dichloromethane). Run at time 8 hour. Product: BrC1=C(C=C(C=C1)C1=NOC(C1)C1=CC(=CC(=C1)C(F)(F)F)Cl)CC(F)(F)F (3-[4-bromo-3-(2,2,2-trifluoroethyl)phenyl]-5-[3-chloro-5-(trifluoromethyl)phenyl]-4,5-dihydro-1,2-oxazole). Reaction SMILES: [Cl:1][C:2]1[CH:7]=[C:6]([C:8]([C:10](F)(F)F)=C)[CH:5]=[C:4]([C:14]([F:17])([F:16])[F:15])[CH:3]=1.[Br:18][C:19]1[CH:24]=[CH:23][C:22]([CH:25]=[N:26][OH:27])=[CH:21][C:20]=1[CH2:28][C:29]([F:32])([F:31])[F:30]>ClCCl.[O-]Cl.[Na+]>[Br:18][C:19]1[CH:24]=[CH:23][C:22]([C:25]2[CH2:10][CH:8]([C:6]3[CH:5]=[C:4]([C:14]([F:15])([F:16])[F:17])[CH:3]=[C:2]([Cl:1])[CH:7]=3)[O:27][N:26]=2)=[CH:21][C:20]=1[CH2:28][C:29]([F:30])([F:31])[F:32] |f:3.4|. Reported procedure: Into a 100-mL round-bottom flask, was placed 1-chloro-3-(trifluoromethyl)-5-(3,3,3-trifluoroprop-1-en-2-yl)benzene (680 mg, 2.48 mmol, 1.00 equiv), a solution of N-[[4-bromo-3-(2,2,2-trifluoroethyl)phenyl]methylidene]hydroxylamine (700 mg, 2.48 mmol, 1.10 equiv) in dichloromethane (20 mL), NaClO (10 mL). The resulting solution was stirred overnight at room temperature. The reaction was then quenched by the addition of 10 mL of water. The resulting solution was extracted with 3×20 mL of dichlorom... Starting materials: CCCC[Sn](CCCC)(CCCC)c1cc(C)nn1CCOC[Si](C)(C)C, COC(=O)c1cc(I)c(C(F)(F)F)cc1N, C1COCCO1. Yields the product COC(=O)c1cc(-c2cc(C)nn2CCOC[Si](C)(C)C)c(C(F)(F)F)cc1N. RXN SMILES: [CH3:17][c:18]1[n:19][n:20]([CH2:36][CH2:37][O:38][CH2:39][Si:40]([CH3:41])([CH3:42])[CH3:43])[c:21]([Sn:23]([CH2:24][CH2:25][CH2:26][CH3:27])([CH2:28][CH2:29][CH2:30][CH3:31])[CH2:32][CH2:33][CH2:34][CH3:35])[cH:22]1.[CH3:1][O:2][C:3]([c:4]1[c:5]([NH2:15])[cH:6][c:7]([C:11]([F:12])([F:13])[F:14])[c:8]([I:10])[cH:9]1)=[O:16].[O:44]1[CH2:45][CH2:46][O:47][CH2:48][CH2:49]1>>[CH3:1][O:2][C:3]([c:4]1[c:5]([NH2:15])[cH:6][c:7]([C:11]([F:12])([F:13])[F:14])[c:8](-[c:21]2[n:20]([CH2:36][CH2:37][O:38][CH2:39][Si:40]([CH3:41])([CH3:42])[CH3:43])[n:19][c:18]([CH3:17])[cH:22]2)[cH:9]1)=[O:16].